Dataset: the Open Reaction Database (ORD), a public repository of structured organic reaction records. Task: describe an organic reaction: reactants, conditions, products, and yield Yields the product COc1ccc(Cl)cc1C(=O)N=c1sn(C(C)(C)C)cc1COC(C)C. As a reaction SMILES: [C:1]([CH3:2])([CH3:3])([CH3:4])[n:5]1[s:6][c:7](=[N:12][C:13]([c:14]2[c:15]([O:21][CH3:22])[cH:16][cH:17][c:18]([Cl:20])[cH:19]2)=[O:23])[c:8]([CH2:10][OH:11])[cH:9]1.[CH3:26][S:27]([O:28][CH:31]([CH3:32])[CH3:33])(=[O:29])=[O:30].[H-:25].[Na+:24].[O:34]1[CH2:35][CH2:36][O:37][CH2:38][CH2:39]1>>[C:1]([CH3:2])([CH3:3])([CH3:4])[n:5]1[s:6][c:7](=[N:12][C:13]([c:14]2[c:15]([O:21][CH3:22])[cH:16][cH:17][c:18]([Cl:20])[cH:19]2)=[O:23])[c:8]([CH2:10][O:11][CH:31]([CH3:32])[CH3:33])[cH:9]1. Reactants: COc1ccc(Cl)cc1C(=O)N=c1sn(C(C)(C)C)cc1CO, CC(C)OS(C)(=O)=O, [H-], [Na+], C1COCCO1.